Dataset: the Open Reaction Database (ORD), a public repository of structured organic reaction records. Task: describe an organic reaction: reactants, conditions, products, and yield Starting materials: C1=CC2=C3C(=CC=C4C3=C1C5=C6C4=CC=C7C6=C(C=C5)C(=O)OC7=O)C(=O)OC2=O (3,4,9,10-perylenetetracarboxylic dianhydride), C1(=C(C=CC=C1)N)N (o-phenylene diamine), product III. Run in C(C)(=O)O (acetic acid). Run at temperature 210 celsius, time 8 hour. The product is C1=CC=C2C=CC=C3C4=CC=CC5=CC=CC(C1=C23)=C45.N4=CNC5=C4C=CC=C5 (benzimidazole perylene). Reaction SMILES: [CH:1]1[C:10]2[C:11]3[CH:20]=[CH:19][C:18]4C(OC(=O)[C:16]5[C:17]=4[C:12]=3[C:13](=[CH:14][CH:15]=5)[C:8]3[C:9]=2[C:4]2[C:5](C(OC(=O)[C:3]=2[CH:2]=1)=O)=[CH:6][CH:7]=3)=O.[C:31]1([NH2:38])[CH:36]=[CH:35][CH:34]=[CH:33][C:32]=1[NH2:37]>C(O)(=O)C>[CH:14]1[C:13]2=[C:12]3[C:11]([C:10]4[C:9]5[C:4](=[CH:5][CH:6]=[CH:7][C:8]2=5)[CH:3]=[CH:2][CH:1]=4)=[CH:20][CH:19]=[CH:18][C:17]3=[CH:16][CH:15]=1.[N:37]1[C:32]2[CH:33]=[CH:34][CH:35]=[CH:36][C:31]=2[NH:38][CH:1]=1 |f:3.4|. Procedure: There was mixed in a three-liter flask 5.85 grams of 3,4,9,10-perylenetetracarboxylic dianhydride, 26.77 grams of o-phenylene diamine and 7 milliliters of glacial acetic acid. The mixture resulting was then heated with stirring for 8 hours at 210° C., followed by cooling to room temperature. A solid product was then obtained by filtering the mixture throught a sintered glass funnel; followed by washing with 1,000 milliliters of methanol. Thereafter, the solid was slurried with 500 milliliters of... The reactants are CCS(=O)(=O)N1CCC(c2c[nH]c3c(C(N)=O)cc(Br)cc23)CC1, CCOCCCNCc1ccc(B(O)O)s1, [K+], [K+], O=C([O-])[O-], c1ccc(P(c2ccccc2)(c2ccccc2)[Pd](P(c2ccccc2)(c2ccccc2)c2ccccc2)(P(c2ccccc2)(c2ccccc2)c2ccccc2)P(c2ccccc2)(c2ccccc2)c2ccccc2)cc1. Product: CCOCCCNCc1ccc(-c2cc(C(N)=O)c3[nH]cc(C4CCN(S(=O)(=O)CC)CC4)c3c2)s1. As a reaction SMILES: [Br:17][c:18]1[cH:19][c:20]2[c:21]([CH:30]3[CH2:31][CH2:32][N:33]([S:36](=[O:37])(=[O:38])[CH2:39][CH3:40])[CH2:34][CH2:35]3)[cH:22][nH:23][c:24]2[c:25]([C:27](=[O:28])[NH2:29])[cH:26]1.[CH2:1]([CH3:2])[O:3][CH2:4][CH2:5][CH2:6][NH:7][CH2:8][c:9]1[cH:10][cH:11][c:12]([B:14]([OH:15])[OH:16])[s:13]1.[K+:41].[K+:42].[O-:43][C:44]([O-:45])=[O:46].[cH:47]1[cH:48][cH:49][c:50]([P:51]([Pd:52]([P:53]([c:54]2[cH:55][cH:56][cH:57][cH:58][cH:59]2)([c:60]2[cH:61][cH:62][cH:63][cH:64][cH:65]2)[c:66]2[cH:67][cH:68][cH:69][cH:70][cH:71]2)([P:72]([c:73]2[cH:74][cH:75][cH:76][cH:77][cH:78]2)([c:79]2[cH:80][cH:81][cH:82][cH:83][cH:84]2)[c:85]2[cH:86][cH:87][cH:88][cH:89][cH:90]2)[P:91]([c:92]2[cH:93][cH:94][cH:95][cH:96][cH:97]2)([c:98]2[cH:99][cH:100][cH:101][cH:102][cH:103]2)[c:104]2[cH:105][cH:106][cH:107][cH:108][cH:109]2)([c:110]2[cH:111][cH:112][cH:113][cH:114][cH:115]2)[c:116]2[cH:117][cH:118][cH:119][cH:120][cH:121]2)[cH:122][cH:123]1>>[CH2:1]([CH3:2])[O:3][CH2:4][CH2:5][CH2:6][NH:7][CH2:8][c:9]1[cH:10][cH:11][c:12](-[c:18]2[cH:19][c:20]3[c:21]([CH:30]4[CH2:31][CH2:32][N:33]([S:36](=[O:37])(=[O:38])[CH2:39][CH3:40])[CH2:34][CH2:35]4)[cH:22][nH:23][c:24]3[c:25]([C:27](=[O:28])[NH2:29])[cH:26]2)[s:13]1. The reactants are CC=1C=C(C=C(C1)C)SC1=C(N=C(N1C)C=O)C(C)C (5-(3,5-dimethylphenylthio)-4-isopropyl-1-methyl-1H-imidazole-2-carbaldehyde), O.NN (hydrazine hydrate), O (water). The solvent is C(C)O (ethanol). Run at time 15 minute. The product is CC=1C=C(C=C(C1)C)SC1=C(N=C(N1C)C=NN)C(C)C (5-(3,5-Dimethylphenylthio)-4-isopropyl-1-methyl-1H-imidazole-2-carbaldehyde Hydrazone). The yield is 66.1%. Reaction SMILES: [CH3:1][C:2]1[CH:3]=[C:4]([S:9][C:10]2[N:14]([CH3:15])[C:13]([CH:16]=O)=[N:12][C:11]=2[CH:18]([CH3:20])[CH3:19])[CH:5]=[C:6]([CH3:8])[CH:7]=1.O.[NH2:22][NH2:23].O>C(O)C>[CH3:1][C:2]1[CH:3]=[C:4]([S:9][C:10]2[N:14]([CH3:15])[C:13]([CH:16]=[N:22][NH2:23])=[N:12][C:11]=2[CH:18]([CH3:20])[CH3:19])[CH:5]=[C:6]([CH3:8])[CH:7]=1 |f:1.2|. Procedure: In 2 ml of ethanol was dissolved 50 mg (0.17 mmol)of 5-(3,5-dimethylphenylthio)-4-isopropyl-1-methyl-1H-imidazole-2-carbaldehyde (Compound I-6), followed by addition of 26 mg (0.5 mmol)of hydrazine hydrate, and the mixture was stirred at room temperature for 15 minutes. To this reaction mixture, water was added, and the mixture was extracted with methylene chloride. The organic layer was washed with water, dried over sodium sulfate, and the solvent was concentrated under reduced pressure. The re... Reactants: CCOC(=O)c1cc(=O)c2ccc(CBr)cc2o1, O=C([O-])[O-], CN(C)C=O, [K+], [K+], O, Oc1ccc(OCc2ccc3ccccc3n2)cc1. The product is CCOC(=O)c1cc(=O)c2ccc(COc3ccc(OCc4ccc5ccccc5n4)cc3)cc2o1. As a reaction SMILES: [Br:20][CH2:21][c:22]1[cH:23][c:24]2[c:25]([c:26](=[O:35])[cH:27][c:28]([C:30](=[O:31])[O:32][CH2:33][CH3:34])[o:29]2)[cH:36][cH:37]1.[C:38](=[O:39])([O-:40])[O-:41].[CH3:45][N:46]([CH3:47])[CH:48]=[O:49].[K+:42].[K+:43].[OH2:44].[OH:1][c:2]1[cH:3][cH:4][c:5]([O:6][CH2:7][c:8]2[n:9][c:10]3[cH:11][cH:12][cH:13][cH:14][c:15]3[cH:16][cH:17]2)[cH:18][cH:19]1>>[O:1]([c:2]1[cH:3][cH:4][c:5]([O:6][CH2:7][c:8]2[n:9][c:10]3[cH:11][cH:12][cH:13][cH:14][c:15]3[cH:16][cH:17]2)[cH:18][cH:19]1)[CH2:21][c:22]1[cH:23][c:24]2[c:25]([c:26](=[O:35])[cH:27][c:28]([C:30](=[O:31])[O:32][CH2:33][CH3:34])[o:29]2)[cH:36][cH:37]1. Starting materials: C(#CCCCCCC)C=1C=C(N)C=CC1 (3-(oct-1-ynyl)aniline), C[O-].[Na+] (NaOMe), [BH4-].[Na+] (NaBH4), C=O (paraformaldehyde). The solvent is CO (MeOH). Conditions: temperature 0 celsius. The product is CNC1=CC(=CC=C1)C#CCCCCCC (N-methyl-3-(oct-1-ynyl)aniline). Yield: 64.0%. RXN SMILES: [C:1]([C:9]1[CH:10]=[C:11]([CH:13]=[CH:14][CH:15]=1)[NH2:12])#[C:2][CH2:3][CH2:4][CH2:5][CH2:6][CH2:7][CH3:8].[CH3:16][O-].[Na+].C=O.[BH4-].[Na+]>CO>[CH3:16][NH:12][C:11]1[CH:13]=[CH:14][CH:15]=[C:9]([C:1]#[C:2][CH2:3][CH2:4][CH2:5][CH2:6][CH2:7][CH3:8])[CH:10]=1 |f:1.2,4.5|. Procedure: To a solution of 3-(oct-1-ynyl)aniline (1.34 g, 6.67 mmol) in MeOH (35 mL) was added NaOMe (25% wt. in MeOH, 7.7 mL), followed by paraformaldehyde (1.0 g, 33.3 mmol). The resulting mixture was refluxed 2 h under argon. After cooling to 0° C., NaBH4 (1.27 g, 33.4 mmol) was added and the mixture was refluxed for 90 min. The reaction mixture was then cooled to rt, quenched with ice and extracted with dichloromethane (50 mL+30 mL). The combined extracts were washed with H2O and brine and dried (Na2S...